From a dataset of the Open Reaction Database (ORD), a public repository of structured organic reaction records. describe an organic reaction: reactants, conditions, products, and yield Starting materials: N1=C(N=CC=C1)C1=CC=C(C=O)C=C1 (4-(2-pyrimidinyl)-benzaldehyde), [Br-].O1C(OCC1)C[P+](C1=CC=CC=C1)(C1=CC=CC=C1)C1=CC=CC=C1 ((1,3-dioxolan-2-ylmethyl)triphenylphosphonium bromide), COCCOCCN(CCOCCOC)CCOCCOC (TDA-1). The solvent is ClCCl (dichloromethane), C(=O)([O-])[O-].[K+].[K+] (K2CO3). Run at time 1 hour. Yields the product N1=C(N=CC=C1)C1=CC=C(C=C1)C=CC=O (3-[4-(2-Pyrimidinyl)phenyl]-2-propenal). Yield: 57.4%. Reaction SMILES: [N:1]1[CH:6]=[CH:5][CH:4]=[N:3][C:2]=1[C:7]1[CH:14]=[CH:13][C:10]([CH:11]=O)=[CH:9][CH:8]=1.[Br-].[O:16]1CCO[CH:17]1[CH2:21][P+](C1C=CC=CC=1)(C1C=CC=CC=1)C1C=CC=CC=1.COCCOCCN(CCOCCOC)CCOCCOC>ClCCl.C([O-])([O-])=O.[K+].[K+]>[N:1]1[CH:6]=[CH:5][CH:4]=[N:3][C:2]=1[C:7]1[CH:14]=[CH:13][C:10]([CH:11]=[CH:21][CH:17]=[O:16])=[CH:9][CH:8]=1 |f:1.2,5.6.7|. Procedure: A mixture of 4-(2-pyrimidinyl)-benzaldehyde (1.83 g, 9.94 mmol, prepared as described in WO 9828264), (1,3-dioxolan-2-ylmethyl)triphenylphosphonium bromide (6.45 g, 15.02 mmol), and TDA-1 (3.20 mL, 10.00 mmol) in dichloromethane (50 mL) and sat. aq. K2CO3 (50 mL) was heated to reflux for 20 h. The layers were separated and the aqueous layer was extracted with dichloromethane (2×25 mL). The combined organic layers were washed with water (50 mL) and brine (50 mL), dried (MgSO4), and concentrated. ... Starting materials: NC=1SC(=CC1C(=O)N)C(C)(C)C (2-amino-5-tert-butylthiophene-3-carboxamide), C1(=CC=C(C=C1)N=C=O)C (p-tolyl isocyanate). Run in C1(=CC=CC=C1)C (toluene). The product is C(N)(=O)C1=C(SC(=C1)C(C)(C)C)NC(=O)NC1=CC=C(C=C1)C (N-(3-carbamoyl-5-tert-butyl-2-thienyl)-N′-(4-methylphenyl)urea). Isolated yield 39.7%. Reaction SMILES: [NH2:1][C:2]1[S:3][C:4]([C:10]([CH3:13])([CH3:12])[CH3:11])=[CH:5][C:6]=1[C:7]([NH2:9])=[O:8].[C:14]1([CH3:23])[CH:19]=[CH:18][C:17]([N:20]=[C:21]=[O:22])=[CH:16][CH:15]=1>C1(C)C=CC=CC=1>[C:7]([C:6]1[CH:5]=[C:4]([C:10]([CH3:13])([CH3:12])[CH3:11])[S:3][C:2]=1[NH:1][C:21]([NH:20][C:17]1[CH:18]=[CH:19][C:14]([CH3:23])=[CH:15][CH:16]=1)=[O:22])(=[O:8])[NH2:9]. Reported procedure: A solution of 2-amino-5-tert-butylthiophene-3-carboxamide (0.14 g, 0.7 mmol) and p-tolyl isocyanate (0.093 g, 0.7 mmol) in toluene (5 mL) was stirred at 60° C. overnight. The reaction mixture was separated between with water (10 mL) and EtOAc (10 mL). The aqueous phase was back-extracted with EtOAc (3×10 mL), and the combined organic phases were washed with a saturated NaCl solution (25 mL), dried (Na2SO4), and concentrated under reduced pressure. The residue was purified by chromatography (SiO2...